From a dataset of the Open Reaction Database (ORD), a public repository of structured organic reaction records. describe an organic reaction: reactants, conditions, products, and yield Starting materials: CCO, NCCN, Nc1nc(-c2ccco2)c2nnn(Cc3cccc(CN4C(=O)c5ccccc5C4=O)n3)c2n1. Product: NCc1cccc(Cn2nnc3c(-c4ccco4)nc(N)nc32)n1. As a reaction SMILES: [CH3:39][CH2:40][OH:41].[NH2:35][CH2:36][CH2:37][NH2:38].[o:1]1[c:2](-[c:6]2[c:7]3[c:8]([n:9][c:10]([NH2:12])[n:11]2)[n:13]([CH2:16][c:17]2[n:18][c:19]([CH2:23][N:24]4[C:25](=[O:26])[c:27]5[cH:28][cH:29][cH:30][cH:31][c:32]5[C:33]4=[O:34])[cH:20][cH:21][cH:22]2)[n:14][n:15]3)[cH:3][cH:4][cH:5]1>>[o:1]1[c:2](-[c:6]2[c:7]3[c:8]([n:9][c:10]([NH2:12])[n:11]2)[n:13]([CH2:16][c:17]2[n:18][c:19]([CH2:23][NH2:24])[cH:20][cH:21][cH:22]2)[n:14][n:15]3)[cH:3][cH:4][cH:5]1. The reactants are C(#N)C1(CCC(CC1)=O)C1=CC(=C(C=C1)OC)OC1CCCC1 (4-cyano-4-(3-cyclopentyloxy-4-methoxyphenyl)cyclohexan-1-one), C(OCC)(OCC)OCC (triethyl orthoformate), C1(=CC=C(C=C1)S(=O)(=O)O)C (p-toluenesulfonic acid). Solvent: CO (methanol). Yields the product COC1(CCC(CC1)(C1=CC(=C(C=C1)OC)OC1CCCC1)C#N)OC (4-Cyano-4-(3-cyclopentyloxy-4-methoxyphenyl)cyclohexane-1-one dimethyl ketal). The yield is 99.1%. RXN SMILES: [C:1]([C:3]1([C:10]2[CH:15]=[CH:14][C:13]([O:16][CH3:17])=[C:12]([O:18][CH:19]3[CH2:23][CH2:22][CH2:21][CH2:20]3)[CH:11]=2)[CH2:8][CH2:7]C(=O)[CH2:5][CH2:4]1)#[N:2].[CH:24]([O:31][CH2:32]C)([O:28][CH2:29]C)OCC.C1(C)C=CC(S(O)(=O)=O)=CC=1>CO>[CH3:32][O:31][C:24]1([O:28][CH3:29])[CH2:5][CH2:4][C:3]([C:1]#[N:2])([C:10]2[CH:15]=[CH:14][C:13]([O:16][CH3:17])=[C:12]([O:18][CH:19]3[CH2:23][CH2:22][CH2:21][CH2:20]3)[CH:11]=2)[CH2:8][CH2:7]1. Procedure: A mixture of 4-cyano-4-(3-cyclopentyloxy-4-methoxyphenyl)cyclohexan-1-one (0.5 g, 1.6 mmol), triethyl orthoformate (0.21 mL, 1.9 mmol) and a catalytic amount of p-toluenesulfonic acid in methanol (20 mL) was heated gently under an argon atmosphere for 2 h. The mixture was cooled, was partitioned between aqueous sodium carbonate and ethyl acetate, was extracted twice with ethyl acetate, the organic extract was dried (potassium carbonate) and the solvent was removed in vacuo to provide an oil (0.5... Reactants: CC([C@H](C(=O)OC)CNC(=O)OCC[Si](C)(C)C)C ((S)-methyl 3-methyl-2-(((2-(trimethylsilyl)ethoxy)carbonylamino)methyl)butanoate), [Li+].[OH-] (LiOH). Solvent: C1CCOC1 (THF). Conditions: time 20 hour. Product: CC([C@H](C(=O)O)CNC(=O)OCC[Si](C)(C)C)C ((S)-3-methyl-2-(((2-(trimethylsilyl)ethoxy)carbonylamino)methyl)butanoic acid). Reaction SMILES: [CH3:1][CH:2]([CH3:19])[C@@H:3]([CH2:8][NH:9][C:10]([O:12][CH2:13][CH2:14][Si:15]([CH3:18])([CH3:17])[CH3:16])=[O:11])[C:4]([O:6]C)=[O:5].[Li+].[OH-]>C1COCC1>[CH3:1][CH:2]([CH3:19])[C@@H:3]([CH2:8][NH:9][C:10]([O:12][CH2:13][CH2:14][Si:15]([CH3:18])([CH3:16])[CH3:17])=[O:11])[C:4]([OH:6])=[O:5] |f:1.2|. Procedure: To a solution of (S)-methyl 3-methyl-2-(((2-(trimethylsilyl)ethoxy)carbonylamino)methyl)butanoate (459 mg, 1.586 mmol) in THF (4 mL) was added 2 M LiOH (4.0 mL, 8.00 mmol). Upon completion of addition, the mixture was stirred at rt for 20 hrs. After this time, the reaction mixture was quenched with sat'd NH4Cl (about 4 ml) and then 1 N HCl (8 ml) was added. The crude product was extracted with EtOAc and the extract was washed with brine. The combined aqueous layers were back extracted with EtOAc... Reactants: COC1=CC=C(C=C1)S(=O)(=O)N(C1(CCN(CC1)CC1=CC=CC=C1)C(=O)OC)CC1=CC=CC=C1 (4-[[4-methoxybenzenesulfonyl](benzyl)amino]-1-[benzyl]-4-[carbomethoxy]-piperidine). The solvent is [OH-].[Na+] (sodium hydroxide), CO (methanol). Yields the product COC1=CC=C(C=C1)S(=O)(=O)N(C1(CCN(CC1)CC1=CC=CC=C1)C(=O)O)CC1=CC=CC=C1 (4-[[4-methoxybenzenesulfonyl](benzyl)amino]-1-[benzyl]-4-[carboxy]-piperidine). RXN SMILES: [CH3:1][O:2][C:3]1[CH:8]=[CH:7][C:6]([S:9]([N:12]([CH2:30][C:31]2[CH:36]=[CH:35][CH:34]=[CH:33][CH:32]=2)[C:13]2([C:26]([O:28]C)=[O:27])[CH2:18][CH2:17][N:16]([CH2:19][C:20]3[CH:25]=[CH:24][CH:23]=[CH:22][CH:21]=3)[CH2:15][CH2:14]2)(=[O:11])=[O:10])=[CH:5][CH:4]=1>[OH-].[Na+].CO>[CH3:1][O:2][C:3]1[CH:8]=[CH:7][C:6]([S:9]([N:12]([CH2:30][C:31]2[CH:32]=[CH:33][CH:34]=[CH:35][CH:36]=2)[C:13]2([C:26]([OH:28])=[O:27])[CH2:14][CH2:15][N:16]([CH2:19][C:20]3[CH:25]=[CH:24][CH:23]=[CH:22][CH:21]=3)[CH2:17][CH2:18]2)(=[O:11])=[O:10])=[CH:5][CH:4]=1 |f:1.2|. Procedure: A heterogeneous mixture of 4-[[4-methoxybenzenesulfonyl](benzyl)amino]-1-[benzyl]-4-[carbomethoxy]-piperidine (1.2 g, 2.26 mmol) in 50% aqueous sodium hydroxide (10 mL) and methanol (50 mL) is heated to reflux for 16 hours. The methanol is evaporated and the residue is neutralized with 4N hydrochloric acid. The aqueous solution is extracted with ethyl acetate. The combined organic extracts are dried (NaSO4) and the solvent is evaporated to give 4-[[4-methoxybenzenesulfonyl](benzyl)amino]-1-[benz... Starting materials: CN(CCN1CCCC1COC1COc2ccccc2-c2c(C3CCCCC3)c3ccc(C(=O)O)cc3n2C1)S(=O)(=O)NC(=O)OC(C)(C)C, ClCCl, O=C(O)C(F)(F)F. Yields the product CN(CCN1CCCC1COC1COc2ccccc2-c2c(C3CCCCC3)c3ccc(C(=O)O)cc3n2C1)S(N)(=O)=O. As a reaction SMILES: [C:1]([O:2][C:3](=[O:4])[NH:8][S:9](=[O:10])(=[O:11])[N:12]([CH2:13][CH2:14][N:15]1[CH:16]([CH2:20][O:21][CH:22]2[CH2:23][O:24][c:25]3[c:26]([cH:46][cH:47][cH:48][cH:49]3)-[c:27]3[n:28]([c:30]4[cH:31][c:32]([C:43](=[O:44])[OH:45])[cH:33][cH:34][c:35]4[c:36]3[CH:37]3[CH2:38][CH2:39][CH2:40][CH2:41][CH2:42]3)[CH2:29]2)[CH2:17][CH2:18][CH2:19]1)[CH3:50])([CH3:5])([CH3:6])[CH3:7].[Cl:58][CH2:59][Cl:60].[F:51][C:52]([F:53])([F:54])[C:55]([OH:56])=[O:57]>>[NH2:8][S:9](=[O:10])(=[O:11])[N:12]([CH2:13][CH2:14][N:15]1[CH:16]([CH2:20][O:21][CH:22]2[CH2:23][O:24][c:25]3[c:26]([cH:46][cH:47][cH:48][cH:49]3)-[c:27]3[n:28]([c:30]4[cH:31][c:32]([C:43](=[O:44])[OH:45])[cH:33][cH:34][c:35]4[c:36]3[CH:37]3[CH2:38][CH2:39][CH2:40][CH2:41][CH2:42]3)[CH2:29]2)[CH2:17][CH2:18][CH2:19]1)[CH3:50]. Reactants: C(C1=CC=CC=C1)C(CCO)=O (3-benzyl-3-oxopropanol), [RuI(p-cymene)((R)-BINAP)]I3, stainless steel. Solvent: CO (methanol). Conditions: temperature 35 celsius, time 20 hour. Yields the product C(C1=CC=CC=C1)C(CCO)O (3-benzyl-3-hydroxypropanol). Isolated yield 94.8%. RXN SMILES: [CH2:1]([C:8](=[O:12])[CH2:9][CH2:10][OH:11])[C:2]1[CH:7]=[CH:6][CH:5]=[CH:4][CH:3]=1>CO>[CH2:1]([CH:8]([OH:12])[CH2:9][CH2:10][OH:11])[C:2]1[CH:7]=[CH:6][CH:5]=[CH:4][CH:3]=1. Reported procedure: In a 500 ml stainless steel-made autoclave were charged 65.6 g (400 mmole) of 3-benzyl-3-oxopropanol and 550 mg (0.4 mmole) of [RuI(p-cymene)((R)-BINAP)]I3 synthesized in Example 1 in a nitrogen atmosphere, and 300 ml of methanol was added thereto, followed by stirring the mixture at 35° C. for 20 hours under a hydrogen pressure of 50 atm. The reaction mixture was concentrated by using rotary evaporator and then subjected to silica gel column chromatography (eluent: hexane/ethylacetate=8/2 by vo... Reactants: C[Si](C)(C)[N-][Si](C)(C)C.[Li+] (lithium bis(trimethylsilyl) amide), C1CCOC1 (THF), C(C)OC(C1=C(C=C(C=C1)OC1=CC=CC=C1)CN(CC(=O)OCC)CC1=C(C=C(C=C1)OC)OC)=O (2-{[(2,4-Dimethoxy-benzyl)-ethoxycarbonylmethyl-amino]-methyl}-4-phenoxy-benzoic acid ethyl ester), C1CCOC1 (THF), resultant solution, resultant solution, [Cl-].[NH4+] (ammonium chloride). Run at time 1.5 hour. Product: C(C)OC(=O)C=1N(CC2=CC(=CC=C2C1O)OC1=CC=CC=C1)CC1=C(C=C(C=C1)OC)OC (2-(2,4-Dimethoxy-benzyl)-4-hydroxy-7-phenoxy-1,2-dihydro-isoquinoline-3-carboxylic acid ethyl ester). RXN SMILES: C(O[C:4](=[O:37])[C:5]1[CH:10]=CC(OC2C=CC=CC=2)=[CH:7][C:6]=1[CH2:18][N:19]([CH2:26][C:27]1[CH:32]=[CH:31][C:30]([O:33][CH3:34])=[CH:29][C:28]=1[O:35][CH3:36])[CH2:20][C:21]([O:23][CH2:24][CH3:25])=[O:22])C.C[Si]([N-][Si](C)(C)C)(C)C.[Li+].[Cl-].[NH4+].[CH2:50]1[CH2:54][O:53][CH2:52][CH2:51]1>>[CH2:24]([O:23][C:21]([C:20]1[N:19]([CH2:26][C:27]2[CH:32]=[CH:31][C:30]([O:33][CH3:34])=[CH:29][C:28]=2[O:35][CH3:36])[CH2:18][C:6]2[C:5]([C:4]=1[OH:37])=[CH:10][CH:50]=[C:54]([O:53][C:52]1[CH:51]=[CH:7][CH:6]=[CH:5][CH:4]=1)[CH:7]=2)=[O:22])[CH3:25] |f:1.2,3.4|. Procedure details: 460 mg of 2-{[(2,4-Dimethoxy-benzyl)-ethoxycarbonylmethyl-amino]-methyl}-4-phenoxy-benzoic acid ethyl ester was dissolved in 16 mL of anhydrous THF and the resultant solution cooled to −78 deg C under a nitrogen atmosphere. To the solution was added 1.95 mL of 1.0 M lithium bis(trimethylsilyl) amide in THF. The reaction was stirred at −78 deg C for 1.5 h, and at room temperature for 4.5 hours. The resultant solution was poured into a solution of saturated aqueous ammonium chloride and extracted ... The reactants are [H][H] (hydrogen), CCOC(=O)/N=N/C(=O)OCC (diethylazodicarboxylate), ClC=1C(C(=C(C(C1Cl)=O)C#N)C#N)=O (2,3-dichloro-5,6-dicyano-1,4-benzoquinone), O=O (oxygen), C1(C=CC(C=C1)=O)=O (1,4-benzoquinone), ( II ), N1C(NC(C2=C1SC1=C(N2)C=CC=C1)=O)=O (1,5-dihydro-2H-pyrimido[4,5-b][1,4]benzothiazine-2,4(3H)-dione), ( I ), CCOC(=O)/N=N/C(=O)OCC (diethylazodicarboxylate). Solvent: C(C)#N (acetonitrile). Yields the product N=1C(NC(C=2C1SC1=C(N2)C=CC=C1)=O)=O (2H-pyrimido[4,5-b][1,4]benzothiazine-2,4(3H)-dione), ( II ). RXN SMILES: [NH:1]1[C:6]2[S:7][C:8]3[CH:14]=[CH:13][CH:12]=[CH:11][C:9]=3[NH:10][C:5]=2[C:4](=[O:15])[NH:3][C:2]1=[O:16].[H][H].CCOC(/N=N/C(OCC)=O)=O.C1(=O)C=CC(=O)C=C1.ClC1C(=O)C(C#N)=C(C#N)C(=O)C=1Cl.O=O>C(#N)C>[N:1]1[C:2](=[O:16])[NH:3][C:4](=[O:15])[C:5]2[C:6]=1[S:7][C:8]1[CH:14]=[CH:13][CH:12]=[CH:11][C:9]=1[N:10]=2. Procedure: When derivative compounds of formula (II) are desired, a solution or suspension of 1,5-dihydro-2H-pyrimido[4,5-b][1,4]benzothiazine-2,4(3H)-dione derivative of formula (I) wherein R4 is hydrogen in acetonitrile is prepared. To that solution or suspension at room temperature is added, dropwise, an oxidant such as diethylazodicarboxylate, 1,4-benzoquinone or 2,3-dichloro-5,6-dicyano-1,4-benzoquinone. Alternatively, oxygen can be used as the oxidant. A preferred oxidant is diethylazodicarboxylate. ...